The task is: describe an organic reaction: reactants, conditions, products, and yield. This data is from the Open Reaction Database (ORD), a public repository of structured organic reaction records. Starting materials: COC(=O)[C@@H]1CC[C@H](CC1)C=1OC(=C(N1)C)Cl (trans-4-(5-chloro-4-methyl-oxazol-2-yl)-cyclohexanecarboxylic acid methyl ester), [OH-].[Na+] (sodium hydroxide). Run in O1CCOCC1 (1,4-dioxane). Conditions: time 4 hour. The product is ClC1=C(N=C(O1)[C@@H]1CC[C@H](CC1)C(=O)O)C (trans-4-(5-Chloro-4-methyl-oxazol-2-yl)-cyclohexanecarboxylic acid). Yield: 90.6%. Reaction SMILES: C[O:2][C:3]([C@H:5]1[CH2:10][CH2:9][C@H:8]([C:11]2[O:12][C:13]([Cl:17])=[C:14]([CH3:16])[N:15]=2)[CH2:7][CH2:6]1)=[O:4].[OH-].[Na+]>O1CCOCC1>[Cl:17][C:13]1[O:12][C:11]([C@H:8]2[CH2:7][CH2:6][C@H:5]([C:3]([OH:4])=[O:2])[CH2:10][CH2:9]2)=[N:15][C:14]=1[CH3:16] |f:1.2|. Reported procedure: A mixture of trans-4-(5-chloro-4-methyl-oxazol-2-yl)-cyclohexanecarboxylic acid methyl ester (285 mg, 1.11 mmol) in 1,4-dioxane (5.5 ml) and 2 M aqueous sodium hydroxide solution (5.5 ml, 11 mmol) was stirred for 4 h at room temperature. The reaction mixture was partitioned between ethyl acetate (25 ml) and water (25 ml). The aqueous layer was acidified to pH 2. The layers were separated. The aqueous layer was extracted with two 25-ml portions of ethyl acetate. The combined organic layers were w... The reactants are CN1C=NC2=NC=C(N=C2C1=O)N1CCN(CC1)C(=O)OC(C)(C)C (Tert-butyl 4-(3-methyl-4-oxo-pteridin-6-yl)piperazine-1-carboxylate), CO (MeOH). The solvent is [OH-].[Na+] (NaOH). The product is NC=1C(=NC(=CN1)N1CCN(CC1)C(=O)OC(C)(C)C)C(=O)O (3-amino-6-(4-(tert-butoxycarbonyl)piperazin-1-yl)pyrazine-2-carboxylic acid). Isolated yield 34.0%. As a reaction SMILES: CN1[C:11](=[O:12])[C:10]2[C:5](=[N:6][CH:7]=[C:8]([N:13]3[CH2:18][CH2:17][N:16]([C:19]([O:21][C:22]([CH3:25])([CH3:24])[CH3:23])=[O:20])[CH2:15][CH2:14]3)[N:9]=2)[N:4]=C1.C[OH:27]>[OH-].[Na+]>[NH2:4][C:5]1[C:10]([C:11]([OH:27])=[O:12])=[N:9][C:8]([N:13]2[CH2:18][CH2:17][N:16]([C:19]([O:21][C:22]([CH3:23])([CH3:25])[CH3:24])=[O:20])[CH2:15][CH2:14]2)=[CH:7][N:6]=1 |f:2.3|. Procedure details: Tert-butyl 4-(3-methyl-4-oxo-pteridin-6-yl)piperazine-1-carboxylate (25 g, 72.17 mmol) was stirred in NaOH (250 mL of 10% w/w,) and MeOH (250 mL) overnight at RT. The resulting suspension was concentrated and then acidified with formic acid followed by extraction of the aqueous with DCM. The mixture was treated with water, taken to pH 10 and filtered. The aqueous layer was reacidified and the resulting precipitated product was extracted into DCM and concentrated to give the product as a yellow s...